From a dataset of the Open Reaction Database (ORD), a public repository of structured organic reaction records. describe an organic reaction: reactants, conditions, products, and yield The reactants are CCBr, O=C([O-])[O-], [K+], [K+], CN(C)C=O, Nc1ncc(-c2cnn(C3CCNCC3)c2)cc1-c1nc2ncccc2o1. As a reaction SMILES: [Br:1][CH2:2][CH3:3].[C:31](=[O:32])([O-:33])[O-:34].[K+:35].[K+:36].[O:37]=[CH:38][N:39]([CH3:40])[CH3:41].[o:4]1[c:5](-[c:13]2[c:14]([NH2:30])[n:15][cH:16][c:17](-[c:19]3[cH:20][n:21][n:22]([CH:24]4[CH2:25][CH2:26][NH:27][CH2:28][CH2:29]4)[cH:23]3)[cH:18]2)[n:6][c:7]2[n:8][cH:9][cH:10][cH:11][c:12]12>>[CH2:2]([CH3:3])[N:27]1[CH2:26][CH2:25][CH:24]([n:22]2[n:21][cH:20][c:19](-[c:17]3[cH:16][n:15][c:14]([NH2:30])[c:13](-[c:5]4[o:4][c:12]5[c:7]([n:6]4)[n:8][cH:9][cH:10][cH:11]5)[cH:18]3)[cH:23]2)[CH2:29][CH2:28]1. Yields the product CCN1CCC(n2cc(-c3cnc(N)c(-c4nc5ncccc5o4)c3)cn2)CC1. The reactants are substituted 2-amino benzoic acid, ClC(Cl)(OC(OC(Cl)(Cl)Cl)=O)Cl (triphosgene), C1CCOC1 (THF), COC1=C(C=C2C(=C1)C(=O)N3CCC[C@H]3C=N2)O (DC-81). The product is C1=2C(=O)OC(NC1=CC=CC2)=O (isatoic anhydride). RXN SMILES: CO[C:3]1[CH:8]=[C:7]2C(N3[C@H](C=[N:17][C:6]2=[CH:5][C:4]=1O)CCC3)=O.ClC(Cl)(O[C:23](=[O:29])[O:24][C:25](Cl)(Cl)Cl)Cl.C1C[O:34]CC1>>[C:5]12[C:6](=[CH:7][CH:8]=[CH:3][CH:4]=1)[NH:17][C:25](=[O:34])[O:24][C:23]2=[O:29]. Procedure: This invention provides a very short route for efficient synthesis of PBD analogues, e.g. DC-81. The synthesis starts with the reaction of a substituted 2-amino benzoic acid with triphosgene in THF under reflux to form an isatoic anhydride compound, which is subsequently coupled with a substituted or unsubstituted L-proline compound in DMSO to produce a dilactam compound, followed by reaction with MOMCl. The resulting compound is then subjected to a reduction reaction in the presence of lithium ... Starting materials: Cl (hydrogen chloride), [OH-].[Li+] (lithium hydroxide), O (water), ClC=1C=C(C=CC1F)N1N=C(C=C1C1=CC(=CC(=C1)F)Cl)C(=O)OCC (Ethyl 1-(3-chloro-4-fluorophenyl)-5-(3-chloro-5-fluorophenyl)-1H-pyrazole-3-carboxylate). Solvent: O1CCCC1 (tetrahydrofuran). Conditions: time 8 hour. Yields the product ClC=1C=C(C=CC1F)N1N=C(C=C1C1=CC(=CC(=C1)F)Cl)C(=O)O (1-(3-Chloro-4-fluorophenyl)-5-(3-chloro-5-fluorophenyl)-1H-pyrazole-3-carboxylic acid). As a reaction SMILES: [Cl:1][C:2]1[CH:3]=[C:4]([N:9]2[C:13]([C:14]3[CH:19]=[C:18]([F:20])[CH:17]=[C:16]([Cl:21])[CH:15]=3)=[CH:12][C:11]([C:22]([O:24]CC)=[O:23])=[N:10]2)[CH:5]=[CH:6][C:7]=1[F:8].[OH-].[Li+].O.Cl>O1CCCC1>[Cl:1][C:2]1[CH:3]=[C:4]([N:9]2[C:13]([C:14]3[CH:19]=[C:18]([F:20])[CH:17]=[C:16]([Cl:21])[CH:15]=3)=[CH:12][C:11]([C:22]([OH:24])=[O:23])=[N:10]2)[CH:5]=[CH:6][C:7]=1[F:8] |f:1.2|. Procedure: 5.11 g (12.9 mmol) of the compound of Example 21A are provided in 142 ml of tetrahydrofuran and, at room temperature, 3.08 g (129 mmol) of lithium hydroxide and 47 ml of water are added. The mixture is stirred at room temperature overnight and a 1N aqueous hydrogen chloride solution is subsequently added until the pH is acidic, the mixture extracted with ethyl acetate, and the organic phase is washed with water, dried over sodium sulfate, filtered and concentrated. 4.51 g (90% of theory) of the ... Reactants: CC1=NC2=CC(=CC=C2C(=C1)N1CCCC1)O (2-methyl-4-pyrrolidin-1-yl-quinolin-7-ol), CC1=NC2=CC(=CC=C2C(=C1)N1CCCC1)O (2-methyl-4-pyrrolidin-1-yl-quinolin-7-ol), C1(CC1)CBr (cyclopropylmethyl bromide), Cl (hydrochloride). Yields the product Cl (HCl), Cl.C1(CC1)COC1=CC=C2C(=CC(=NC2=C1)C)N1CCCC1 (7-cyclopropylmethoxy-2-methyl-4-pyrrolidin-1-yl-quinoline hydrochloride). RXN SMILES: [CH3:1][C:2]1[CH:11]=[C:10]([N:12]2[CH2:16][CH2:15][CH2:14][CH2:13]2)[C:9]2[C:4](=[CH:5][C:6]([OH:17])=[CH:7][CH:8]=2)[N:3]=1.[CH:18]1([CH2:21]Br)[CH2:20][CH2:19]1.[ClH:23]>>[ClH:23].[ClH:23].[CH:18]1([CH2:21][O:17][C:6]2[CH:5]=[C:4]3[C:9]([C:10]([N:12]4[CH2:16][CH2:15][CH2:14][CH2:13]4)=[CH:11][C:2]([CH3:1])=[N:3]3)=[CH:8][CH:7]=2)[CH2:20][CH2:19]1 |f:4.5|. Reported procedure: In analogy to example 3, from 2-methyl-4-pyrrolidin-1-yl-quinolin-7-ol, product of example 2, and cyclopropylmethyl bromide—with reaction times of 19 h (0° C.) and isolation of the product as hydrochloride, via treatment of the reaction product with HCl-saturated diethyl ether—there was obtained 7-cyclopropylmethoxy-2-methyl-4-pyrrolidin-1-yl-quinoline hydrochloride as a white solid. ISP mass spectrum, m/e: 283.2 (M+1 calculated for C18H22N2O: 283). Product: Brc1cc(Br)cc(-c2ccc(OCc3ccccc3)cc2)c1. The reactants are Brc1cc(Br)cc(Br)c1, OB(O)c1ccc(OCc2ccccc2)cc1, C1CCOC1, O. As a reaction SMILES: [Br:1][c:2]1[cH:3][c:4]([Br:9])[cH:5][c:6]([Br:8])[cH:7]1.[CH2:10]([c:11]1[cH:12][cH:13][cH:14][cH:15][cH:16]1)[O:17][c:18]1[cH:19][cH:20][c:21]([B:24]([OH:25])[OH:26])[cH:22][cH:23]1.[CH2:28]1[O:29][CH2:30][CH2:31][CH2:32]1.[OH2:27]>>[c:2]1(-[c:21]2[cH:20][cH:19][c:18]([O:17][CH2:10][c:11]3[cH:12][cH:13][cH:14][cH:15][cH:16]3)[cH:23][cH:22]2)[cH:3][c:4]([Br:9])[cH:5][c:6]([Br:8])[cH:7]1. The reactants are B, C1CCOC1, C=CCC(C)Oc1cccc2ccc(N)nc12, [Na+], [OH-], OO. The product is CC(CCCO)Oc1cccc2ccc(N)nc12. As a reaction SMILES: [BH3:18].[CH2:19]1[CH2:22][CH2:21][CH2:20][O:23]1.[CH3:1][CH:2]([CH2:3][CH:4]=[CH2:5])[O:6][c:7]1[cH:8][cH:9][cH:10][c:11]2[cH:12][cH:13][c:14]([NH2:17])[n:15][c:16]12.[Na+:25].[OH-:24].[OH:26][OH:27]>>[CH3:1][CH:2]([CH2:3][CH2:4][CH2:5][OH:23])[O:6][c:7]1[cH:8][cH:9][cH:10][c:11]2[cH:12][cH:13][c:14]([NH2:17])[n:15][c:16]12. Starting materials: C(CCCCCCC)(=O)C1=CC=C(C(C(=O)O)=C1)O (5-octanoylsalicylic acid), CC(C)(C)CC(C)(C)C=1C=CC(=CC1)OCCOCC[N+](C)(C)CC=2C=CC=CC2.C([O-])([O-])=O (benzethonium carbonate). Solvent: CO (methanol), CO (methanol). Run at time 1 hour. Product: CC(C)(C)CC(C)(C)C=1C=CC(=CC1)OCCOCC[N+](C)(C)CC=2C=CC=CC2.C(CCCCCCC)(=O)C1=CC=C(C(C(=O)[O-])=C1)O (benzethonium 5-octanoylsalicylate). Isolated yield 193.7%. RXN SMILES: [C:1]([C:10]1[CH:18]=[C:14]([C:15]([OH:17])=[O:16])[C:13]([OH:19])=[CH:12][CH:11]=1)(=[O:9])[CH2:2][CH2:3][CH2:4][CH2:5][CH2:6][CH2:7][CH3:8].[CH3:20][C:21]([CH2:24][C:25]([C:28]1[CH:29]=[CH:30][C:31]([O:34][CH2:35][CH2:36][O:37][CH2:38][CH2:39][N+:40]([CH2:43][C:44]2[CH:45]=[CH:46][CH:47]=[CH:48][CH:49]=2)([CH3:42])[CH3:41])=[CH:32][CH:33]=1)([CH3:27])[CH3:26])([CH3:23])[CH3:22].C(=O)([O-])[O-]>CO>[CH3:23][C:21]([CH2:24][C:25]([C:28]1[CH:29]=[CH:30][C:31]([O:34][CH2:35][CH2:36][O:37][CH2:38][CH2:39][N+:40]([CH2:43][C:44]2[CH:45]=[CH:46][CH:47]=[CH:48][CH:49]=2)([CH3:41])[CH3:42])=[CH:32][CH:33]=1)([CH3:26])[CH3:27])([CH3:20])[CH3:22].[C:1]([C:10]1[CH:18]=[C:14]([C:15]([O-:17])=[O:16])[C:13]([OH:19])=[CH:12][CH:11]=1)(=[O:9])[CH2:2][CH2:3][CH2:4][CH2:5][CH2:6][CH2:7][CH3:8] |f:1.2,4.5|. Procedure: 2.2 g (8.4 mmol) of 5-octanoylsalicylic acid, dissolved beforehand in 100 ml of methanol, are added to a solution of 3.7 g (4.2 mmol) of benzethonium carbonate dissolved in 100 ml of methanol; the mixture is stirred for 1 hour at room temperature, the solution is then filtered and the filtrate is evaporated to dryness to give 5.5 g (98% yield) of benzethonium 5-octanoylsalicylate.